Dataset: the Open Reaction Database (ORD), a public repository of structured organic reaction records. Task: describe an organic reaction: reactants, conditions, products, and yield Starting materials: CCO, Cl, Cl, Cc1cc(C)c2c(n1)CC(c1ccccc1F)CC2=O, N=C(N)NN, O. The product is Cl, Cc1cc(C)c2c(n1)CC(c1ccccc1F)CC2=NNC(=N)N. As a reaction SMILES: [CH3:29][CH2:30][OH:31].[ClH:21].[ClH:27].[F:1][c:2]1[c:3]([CH:8]2[CH2:9][C:10](=[O:20])[c:11]3[c:12]([CH3:19])[cH:13][c:14]([CH3:18])[n:15][c:16]3[CH2:17]2)[cH:4][cH:5][cH:6][cH:7]1.[NH2:22][NH:23][C:24](=[NH:25])[NH2:26].[OH2:28]>>[ClH:21].[F:1][c:2]1[c:3]([CH:8]2[CH2:9][C:10](=[N:22][NH:23][C:24](=[NH:25])[NH2:26])[c:11]3[c:12]([CH3:19])[cH:13][c:14]([CH3:18])[n:15][c:16]3[CH2:17]2)[cH:4][cH:5][cH:6][cH:7]1. Reactants: NC1=C(C=CC(=C1)Cl)[N+](=O)[O-] (2-amino-4-chloro-1-nitrobenzene), CN(C=O)C (dimethylformamide), C([O-])([O-])=O.[K+].[K+] (potassium carbonate), SC1=NC=CC=N1 (2-mercaptopyrimidine). Solvent: O (water). Yields the product NC1=C(C=CC(=C1)SC1=NC=CC=N1)[N+](=O)[O-] (2-amino-1-nitro-4-(pyrimidin-2-ylthio)benzene). RXN SMILES: [NH2:1][C:2]1[CH:7]=[C:6](Cl)[CH:5]=[CH:4][C:3]=1[N+:9]([O-:11])=[O:10].C(=O)([O-])[O-].[K+].[K+].[SH:18][C:19]1[N:24]=[CH:23][CH:22]=[CH:21][N:20]=1.CN(C)C=O>O>[NH2:1][C:2]1[CH:7]=[C:6]([S:18][C:19]2[N:24]=[CH:23][CH:22]=[CH:21][N:20]=2)[CH:5]=[CH:4][C:3]=1[N+:9]([O-:11])=[O:10] |f:1.2.3|. Reported procedure: A mixture of 3.5 g. of 2-amino-4-chloro-1-nitrobenzene, 5.5 g. of potassium carbonate, and 4.5 g. of 2-mercaptopyrimidine in 25 ml. dimethylformamide is heated overnight under nitrogen at 105°-110° C. The mixture is cooled, diluted with water and the product filtered off. Recrystallization from methanol yields 2-amino-1-nitro-4-(pyrimidin-2-ylthio)benzene. Reactants: CCO, O=Cc1cccc([N+](=O)[O-])c1, N#Cc1ccc(N)cc1. As a reaction SMILES: [CH3:21][CH2:22][OH:23].[N+:10](=[O:11])([O-:12])[c:13]1[cH:14][c:15]([CH:16]=[O:17])[cH:18][cH:19][cH:20]1.[NH2:1][c:2]1[cH:3][cH:4][c:5]([C:6]#[N:7])[cH:8][cH:9]1>>[N:1]([c:2]1[cH:3][cH:4][c:5]([C:6]#[N:7])[cH:8][cH:9]1)=[CH:16][c:15]1[cH:14][c:13]([N+:10](=[O:11])[O-:12])[cH:20][cH:19][cH:18]1. Product: N#Cc1ccc(N=Cc2cccc([N+](=O)[O-])c2)cc1. Reactants: CCOC(=O)C1(NC(=O)c2cccnc2N(C)CC)Cc2ccccc2C1, C1COCCO1, CO, O. The product is CCN(C)c1ncccc1C(=O)NC1(C(=O)O)Cc2ccccc2C1. RXN SMILES: [CH2:1]([CH3:2])[O:3][C:4](=[O:5])[C:6]1([NH:15][C:16](=[O:17])[c:18]2[c:19]([N:24]([CH3:25])[CH2:26][CH3:27])[n:20][cH:21][cH:22][cH:23]2)[CH2:7][c:8]2[cH:9][cH:10][cH:11][cH:12][c:13]2[CH2:14]1.[CH2:28]1[O:29][CH2:30][CH2:31][O:32][CH2:33]1.[CH3:34][OH:35].[OH2:36]>>[O:3]=[C:4]([OH:5])[C:6]1([NH:15][C:16](=[O:17])[c:18]2[c:19]([N:24]([CH3:25])[CH2:26][CH3:27])[n:20][cH:21][cH:22][cH:23]2)[CH2:7][c:8]2[cH:9][cH:10][cH:11][cH:12][c:13]2[CH2:14]1. RXN SMILES: [F:1][C:2]1[CH:3]=[C:4]([CH:8]=[CH:9][C:10]=1[NH:11][CH2:12][CH2:13][CH2:14][CH2:15][CH2:16][CH2:17][CH2:18][CH2:19][CH2:20][CH2:21][CH2:22][CH2:23][CH2:24][CH2:25][CH2:26][CH3:27])[C:5]([OH:7])=[O:6].[H-].[Na+].[CH3:30]I.O>CN(C)P(N(C)C)(N(C)C)=O>[F:1][C:2]1[CH:3]=[C:4]([CH:8]=[CH:9][C:10]=1[NH:11][CH2:12][CH2:13][CH2:14][CH2:15][CH2:16][CH2:17][CH2:18][CH2:19][CH2:20][CH2:21][CH2:22][CH2:23][CH2:24][CH2:25][CH2:26][CH3:27])[C:5]([O:7][CH3:30])=[O:6] |f:1.2|. Product: FC=1C=C(C(=O)OC)C=CC1NCCCCCCCCCCCCCCCC (methyl 3-fluoro-4-(hexadecylamino)benzoate). Reported procedure: A solution of 7.20 g of 3-fluoro-4-(hexadecylamino)benzoic acid in 25 ml of hexamethylphosphoramide is added to a stirred mixture of 0.800 g of sodium hydride (57% in mineral oil) and 25 ml of hexamethylphosphoramide. The solution which forms after one hour is treated with 11.0 g of methyl iodide and is then stirred at 25° C. for 18 hours Dilution with water followed by filtration affords a white solid which is crystallized from ethanol to yield methyl 3-fluoro-4-(hexadecylamino)benzoate as a wh... Solvent: CN(P(=O)(N(C)C)N(C)C)C (hexamethylphosphoramide), CN(P(=O)(N(C)C)N(C)C)C (hexamethylphosphoramide). Starting materials: FC=1C=C(C(=O)O)C=CC1NCCCCCCCCCCCCCCCC (3-fluoro-4-(hexadecylamino)benzoic acid), [H-].[Na+] (sodium hydride), O (water), CI (methyl iodide). Run at time 1 hour.